This data is from the Open Reaction Database (ORD), a public repository of structured organic reaction records. The task is: describe an organic reaction: reactants, conditions, products, and yield Reactants: N1C=CC=2C1=CN=CC2 (1H-pyrrolo[2,3-c]pyridine), [H-].[Na+] (NaH), ICCC (iodopropane). Solvent: CN(C)C=O (DMF). Yields the product C(CC)N1C=CC=2C1=CN=CC2 (1-propyl-1H-pyrrolo[2,3-c]pyridine). As a reaction SMILES: [NH:1]1[C:5]2=[CH:6][N:7]=[CH:8][CH:9]=[C:4]2[CH:3]=[CH:2]1.[H-].[Na+].I[CH2:13][CH2:14][CH3:15]>CN(C=O)C>[CH2:13]([N:1]1[C:5]2=[CH:6][N:7]=[CH:8][CH:9]=[C:4]2[CH:3]=[CH:2]1)[CH2:14][CH3:15] |f:1.2|. Procedure details: A solution of 1H-pyrrolo[2,3-c]pyridine (10 mmol) in DMF cooling on an ice bath was treated with NaH (143 mmol). After stirred at room temperature for thr iodopropane (26 mmol) was added dropwise. The mixture was allowed to react at room temperature for further 3 hrs. Upon cooling on an ice bath the mixture was quenched with 20 mL H2O, followed by extraction with diethyl ether (5×50 mL). The organic layers were combined, washed with brine, dried on MgSO4 and filtered. The solvent was evaporated ... The reactants are FC1=C(C=CC(=C1)F)CCCC1CCN(CC1)C(=O)OC(C)(C)C (4-(3-(2,4-Difluorophenyl)propyl)-1-t-butoxycarbonyl piperidine). Run in Cl (HCl), CO (MeOH). Yields the product FC1=C(C=CC(=C1)F)CCCC1CCNCC1 (4-(3-(2,4-Difluorophenyl)propyl)piperidine). Isolated yield 108.3%. RXN SMILES: [F:1][C:2]1[CH:7]=[C:6]([F:8])[CH:5]=[CH:4][C:3]=1[CH2:9][CH2:10][CH2:11][CH:12]1[CH2:17][CH2:16][N:15](C(OC(C)(C)C)=O)[CH2:14][CH2:13]1>Cl.CO>[F:1][C:2]1[CH:7]=[C:6]([F:8])[CH:5]=[CH:4][C:3]=1[CH2:9][CH2:10][CH2:11][CH:12]1[CH2:13][CH2:14][NH:15][CH2:16][CH2:17]1. Reported procedure: A solution of 4-(3-(2,4-difluorophenyl)propyl)-1-t-butoxycarbonylpiperidine (90 mg, 0.27 mmol, from EXAMPLE 113, Step E) in 2 mL of 1% HCl in MeOH was heated to 50° C. for 2 h. After cooling to rt, the material was concentrated to provide 70 mg (93%) of the title compound: HPLC (YMC ODS-A 4.6×50 mm column, gradient elution using 10:90 v/v CH3CN/H2O+0.1% TFA to 100% CH3CN+0.1% TFA over 2.0 min, hold 1 min, 5.0 mL/min, 220 nm): Retention Time: 1.18 min. Starting materials: CN(C)CC(O)Cn1c2ccccc2c2c3c(c4c5ccccc5n(C)c4c21)C(=O)N(C)C3=O, [K+], [OH-]. Product: CN(C)CC(O)Cn1c2ccccc2c2c3c(c4c5ccccc5n(C)c4c21)C(=O)OC3=O. RXN SMILES: [CH3:1][N:2]([CH2:3][CH:4]([CH2:5][n:6]1[c:7]2[cH:8][cH:9][cH:10][cH:11][c:12]2[c:13]2[c:14]3[c:15]([c:16]4[c:17]([c:18]12)[n:19]([CH3:26])[c:20]1[cH:21][cH:22][cH:23][cH:24][c:25]41)[C:27](=[O:32])[N:28]([CH3:31])[C:29]3=[O:30])[OH:33])[CH3:34].[K+:36].[OH-:35]>>[CH3:1][N:2]([CH2:3][CH:4]([CH2:5][n:6]1[c:7]2[cH:8][cH:9][cH:10][cH:11][c:12]2[c:13]2[c:14]3[c:15]([c:16]4[c:17]([c:18]12)[n:19]([CH3:26])[c:20]1[cH:21][cH:22][cH:23][cH:24][c:25]41)[C:27](=[O:32])[O:30][C:29]3=[O:35])[OH:33])[CH3:34]. Starting materials: Cl.Cl.N12C[C@@H](C(CC1)CC2)N ((R)-1-azabicyclo[2.2.2]oct-3-ylamine dihydrochloride), C/C(=C/C(=O)O)/C1=CC=CC=C1 (Z-3-methyl-3-phenylpropenoic acid). Yields the product N12C[C@@H](C(CC1)CC2)NC(\C=C(/C2=CC=CC=C2)\C)=O ((R)-N-(1-Azabicyclo[2.2.2]oct-3-yl)(Z-3-methyl-3-phenylpropenamide)). Reaction SMILES: Cl.Cl.[N:3]12[CH2:10][CH2:9][CH:6]([CH2:7][CH2:8]1)[C@@H:5]([NH2:11])[CH2:4]2.[CH3:12]/[C:13](/[C:18]1[CH:23]=[CH:22][CH:21]=[CH:20][CH:19]=1)=[CH:14]/[C:15](O)=[O:16]>>[N:3]12[CH2:10][CH2:9][CH:6]([CH2:7][CH2:8]1)[C@@H:5]([NH:11][C:15](=[O:16])/[CH:14]=[C:13](/[CH3:12])\[C:18]1[CH:23]=[CH:22][CH:21]=[CH:20][CH:19]=1)[CH2:4]2 |f:0.1.2|. Procedure details: Prepared as a free base by a procedure analogous to that described in Example 1 from (R)-1-azabicyclo[2.2.2]oct-3-ylamine dihydrochloride and Z-3-methyl-3-phenylpropenoic acid; MS (ES+) 271 (MH+). The reactants are C1COCCN1, CO, COC(=O)c1ccc(Cl)nc1. Product: COC(=O)c1ccc(N2CCOCC2)nc1. As a reaction SMILES: [CH2:12]1[CH2:13][O:14][CH2:15][CH2:16][NH:17]1.[CH3:18][OH:19].[Cl:1][c:2]1[n:3][cH:4][c:5]([C:6](=[O:7])[O:8][CH3:9])[cH:10][cH:11]1>>[c:2]1([N:17]2[CH2:12][CH2:13][O:14][CH2:15][CH2:16]2)[n:3][cH:4][c:5]([C:6](=[O:7])[O:8][CH3:9])[cH:10][cH:11]1. As a reaction SMILES: [C:1]([CH3:2])([CH3:3])([CH3:4])[O:5][C:6](=[O:7])[N:8]1[CH2:9][C:10](=[CH:12][c:13]2[n:14]([CH3:39])[c:15]3[n:16][c:17](-[n:28]4[c:29]([CH2:37][CH3:38])[n:30][c:31]5[c:32]4[cH:33][cH:34][cH:35][cH:36]5)[n:18][c:19]([N:22]4[CH2:23][CH2:24][O:25][CH2:26][CH2:27]4)[c:20]3[n:21]2)[CH2:11]1.[C:43]([OH:44])(=[O:45])[CH3:46].[CH3:40][CH2:41][OH:42]>>[C:1]([CH3:2])([CH3:3])([CH3:4])[O:5][C:6](=[O:7])[N:8]1[CH2:9][CH:10]([CH2:12][c:13]2[n:14]([CH3:39])[c:15]3[n:16][c:17](-[n:28]4[c:29]([CH2:37][CH3:38])[n:30][c:31]5[c:32]4[cH:33][cH:34][cH:35][cH:36]5)[n:18][c:19]([N:22]4[CH2:23][CH2:24][O:25][CH2:26][CH2:27]4)[c:20]3[n:21]2)[CH2:11]1. Product: CCc1nc2ccccc2n1-c1nc(N2CCOCC2)c2nc(CC3CN(C(=O)OC(C)(C)C)C3)n(C)c2n1. The reactants are CCc1nc2ccccc2n1-c1nc(N2CCOCC2)c2nc(C=C3CN(C(=O)OC(C)(C)C)C3)n(C)c2n1, CC(=O)O, CCO.